Task: describe an organic reaction: reactants, conditions, products, and yield. Dataset: the Open Reaction Database (ORD), a public repository of structured organic reaction records Starting materials: C(#N)C=1C=CC(=C(C1)C1=CC=CC=C1)F (5-cyano-2-fluorobiphenyl), B (borane), [OH-].[Na+] (sodium hydroxide), Cl (Hydrochloric acid). The solvent is O1CCCC1 (tetrahydrofuran), O1CCCC1 (tetrahydrofuran). Reaction conditions: time 22 hour. Product: FC1=C(C=C(C=C1)CN)C1=CC=CC=C1 ((4-Fluoro-3-phenylphenyl)methanamine). Isolated yield 62.5%. Reaction SMILES: [C:1]([C:3]1[CH:4]=[CH:5][C:6]([F:15])=[C:7]([C:9]2[CH:14]=[CH:13][CH:12]=[CH:11][CH:10]=2)[CH:8]=1)#[N:2].B.Cl.[OH-].[Na+]>O1CCCC1>[F:15][C:6]1[CH:5]=[CH:4][C:3]([CH2:1][NH2:2])=[CH:8][C:7]=1[C:9]1[CH:10]=[CH:11][CH:12]=[CH:13][CH:14]=1 |f:3.4|. Reported procedure: To a solution of 5-cyano-2-fluorobiphenyl (1.96 g) in tetrahydrofuran (35 mL), a solution of borane in tetrahydrofuran (1 M, 35 mL) was added dropwise at room temperature, and the mixture was stirred for 22 hours. Hydrochloric acid (1 M, 7 mL) was gradually added dropwise to the reaction solution, and the mixture was stirred for 2 hours. A 2 M aqueous sodium hydroxide solution was added thereto for separation into organic and aqueous layers. The aqueous layer was subjected to extraction with eth... The reactants are [Al+3], ClC(Cl)Cl, [Cl-], [Cl-], [Cl-], CSc1ccccc1Cl, CCOC(=O)C(=O)Cl. Product: CCOC(=O)C(=O)c1ccc(SC)c(Cl)c1. Reaction SMILES: [Al+3:4].[CH:22]([Cl:23])([Cl:24])[Cl:25].[Cl-:1].[Cl-:2].[Cl-:3].[Cl:13][c:14]1[c:15]([S:20][CH3:21])[cH:16][cH:17][cH:18][cH:19]1.[Cl:5][C:6]([C:7](=[O:8])[O:9][CH2:10][CH3:11])=[O:12]>>[C:6]([C:7](=[O:8])[O:9][CH2:10][CH3:11])(=[O:12])[c:18]1[cH:17][cH:16][c:15]([S:20][CH3:21])[c:14]([Cl:13])[cH:19]1. Starting materials: COCC1=C(C=CC(=C1)[N+](=O)[O-])N1C(C=2C(C1=O)=CC(=CC2)Cl)=O (N-(2-methoxymethyl-4-nitrophenyl)-4-chlorophthalimide), [H][H] (hydrogen). The reagents and catalysts are [Rh] (rhodium on carbon). Product: Cl.COCC1=C(C=CC(=C1)N)N1C(C=2C(C1=O)=CC(=CC2)Cl)=O (N-(2-methoxymethyl-4-aminophenyl)-4-chlorophthalimide hydrochloride). As a reaction SMILES: [CH3:1][O:2][CH2:3][C:4]1[CH:9]=[C:8]([N+:10]([O-])=O)[CH:7]=[CH:6][C:5]=1[N:13]1[C:17](=[O:18])[C:16]2=[CH:19][C:20]([Cl:23])=[CH:21][CH:22]=[C:15]2[C:14]1=[O:24].[H][H]>[Rh]>[ClH:23].[CH3:1][O:2][CH2:3][C:4]1[CH:9]=[C:8]([NH2:10])[CH:7]=[CH:6][C:5]=1[N:13]1[C:17](=[O:18])[C:16]2=[CH:19][C:20]([Cl:23])=[CH:21][CH:22]=[C:15]2[C:14]1=[O:24] |f:3.4|. Procedure: The solution of 350 mg of N-(2-methoxymethyl-4-nitrophenyl)-4-chlorophthalimide is hydrogenated over 200 mg of 5% rhodium on carbon at 2.5 atmospheres of hydrogen pressure for 4 hours. After filtration from the catalyst, the residue is refluxed for 24 hours in 5 ml of xylene. After evaporation of the solvent, the residue is dissolved in acetone and the solution neutralized with ethereal hydrogen chloride, to yield the N-(2-methoxymethyl-4-aminophenyl)-4-chlorophthalimide hydrochloride melting at... The reactants are C(C)(C)C1=CC=C(C=N1)C=O (6-isopropyl-3-pyridinecarbaldehyde), C(CC(=O)O)(=O)O (malonic acid), N1CCCCC1 (piperidine). Solvent: N1=CC=CC=C1 (pyridine). Run at temperature 110 celsius, time 2 hour. Product: C(C)(C)C1=CC=C(C=N1)C=CC(=O)O (3-(6-isopropyl-3-pyridyl)acrylic acid). The yield is 84.3%. As a reaction SMILES: [CH:1]([C:4]1[N:9]=[CH:8][C:7]([CH:10]=O)=[CH:6][CH:5]=1)([CH3:3])[CH3:2].C(O)(=O)[CH2:13][C:14]([OH:16])=[O:15].N1CCCCC1>N1C=CC=CC=1>[CH:1]([C:4]1[N:9]=[CH:8][C:7]([CH:10]=[CH:13][C:14]([OH:16])=[O:15])=[CH:6][CH:5]=1)([CH3:2])[CH3:3]. Reported procedure: A mixture of 3.7 g of the crude 6-isopropyl-3-pyridinecarbaldehyde, 3.9 g of malonic acid, 0.5 ml of piperidine, and 18 ml of pyridine is stirred at 110° C. for 2 hours. The reaction mixture is concentrated, and 5 ml of water is added. The resulting precipitate is collected to give 4.0 g of the title compound. The solvent is CN(C)C=O (DMF). Reaction conditions: temperature 50 celsius. Product: BrC1=CC=C(C=C1)C1=C(N=C(N1)[C@H]1N(CCC1)C(=O)OC(C)(C)C)Cl ((S)-tert-butyl 2-(5-(4-bromophenyl)-4-chloro-1H-imidazol-2-yl)pyrrolidine-1-carboxylate). Yield: 95.6%. Procedure details: NCS (0.51 g, 3.82 mmol) was added to a solution of tert-butyl 2-(5-(4-bromophenyl)-1H-imidazol-2-yl)pyrrolidine-1-carboxylate (1.0 g, 2.55 mmol) in DMF (25 mL) and the mixture was heated at 50° C. overnight. The volatiles were removed under vacuum. The residue was purified by flash column chromatography (BIOTAGE®), eluting with a gradient of 0 to 10% EtOAc/DCM to afford the partially pure (S)-tert-butyl 2-(5-(4-bromophenyl)-4-chloro-1H-imidazol-2-yl)pyrrolidine-1-carboxylate (1.04 g) as yellow f... Reactants: C1CC(=O)N(C1=O)Cl (NCS), BrC1=CC=C(C=C1)C1=CN=C(N1)C1N(CCC1)C(=O)OC(C)(C)C (tert-butyl 2-(5-(4-bromophenyl)-1H-imidazol-2-yl)pyrrolidine-1-carboxylate). Reaction SMILES: C1C(=O)N([Cl:8])C(=O)C1.[Br:9][C:10]1[CH:15]=[CH:14][C:13]([C:16]2[NH:20][C:19]([CH:21]3[CH2:25][CH2:24][CH2:23][N:22]3[C:26]([O:28][C:29]([CH3:32])([CH3:31])[CH3:30])=[O:27])=[N:18][CH:17]=2)=[CH:12][CH:11]=1>CN(C=O)C>[Br:9][C:10]1[CH:15]=[CH:14][C:13]([C:16]2[NH:20][C:19]([C@@H:21]3[CH2:25][CH2:24][CH2:23][N:22]3[C:26]([O:28][C:29]([CH3:32])([CH3:31])[CH3:30])=[O:27])=[N:18][C:17]=2[Cl:8])=[CH:12][CH:11]=1. The reactants are CC(=O)[O-], COCCOC, CN1CCC(N2CCC(n3cc(I)c4c(Cl)ncnc43)CC2)CC1, [NH4+], [Na+], [Na+], O=C([O-])[O-], OB(O)c1ccc(Oc2ccccc2)cc1, O. Product: CN1CCC(N2CCC(n3cc(-c4ccc(Oc5ccccc5)cc4)c4c(Cl)ncnc43)CC2)CC1. Reaction SMILES: [CH3:2][C:3](=[O:4])[O-:5].[CH3:52][O:53][CH2:54][CH2:55][O:56][CH3:57].[Cl:6][c:7]1[c:8]2[c:9]([n:10][cH:11][n:12]1)[n:13]([CH:17]1[CH2:18][CH2:19][N:20]([CH:23]3[CH2:24][CH2:25][N:26]([CH3:29])[CH2:27][CH2:28]3)[CH2:21][CH2:22]1)[cH:14][c:15]2[I:16].[NH4+:1].[Na+:46].[Na+:47].[O-:48][C:49](=[O:50])[O-:51].[O:30]([c:31]1[cH:32][cH:33][cH:34][cH:35][cH:36]1)[c:37]1[cH:38][cH:39][c:40]([B:43]([OH:44])[OH:45])[cH:41][cH:42]1.[OH2:58]>>[Cl:6][c:7]1[c:8]2[c:9]([n:10][cH:11][n:12]1)[n:13]([CH:17]1[CH2:18][CH2:19][N:20]([CH:23]3[CH2:24][CH2:25][N:26]([CH3:29])[CH2:27][CH2:28]3)[CH2:21][CH2:22]1)[cH:14][c:15]2-[c:40]1[cH:39][cH:38][c:37]([O:30][c:31]2[cH:32][cH:33][cH:34][cH:35][cH:36]2)[cH:42][cH:41]1.